Dataset: the Open Reaction Database (ORD), a public repository of structured organic reaction records. Task: describe an organic reaction: reactants, conditions, products, and yield Reactants: C(C)OC(C(F)(F)F)=CCCN1C(C=2C(C1=O)=CC=CC2)=O (2-ethoxy-1,1,1-trifluoro-5-phthalimidopent- 2-ene), S(O)(O)(=O)=O (sulfuric acid). The solvent is CCOCC (ether), O (water). Conditions: temperature 25 celsius. Product: C1(C=2C(C(N1CCCC(=O)C(F)(F)F)=O)=CC=CC2)=O (trifluoromethyl 3-phthalimidopropyl ketone). As a reaction SMILES: C([O:3][C:4](=[CH:9][CH2:10][CH2:11][N:12]1[C:16](=[O:17])[C:15]2=[CH:18][CH:19]=[CH:20][CH:21]=[C:14]2[C:13]1=[O:22])[C:5]([F:8])([F:7])[F:6])C.S(=O)(=O)(O)O>CCOCC.O>[C:13]1(=[O:22])[N:12]([CH2:11][CH2:10][CH2:9][C:4]([C:5]([F:7])([F:6])[F:8])=[O:3])[C:16](=[O:17])[C:15]2=[CH:18][CH:19]=[CH:20][CH:21]=[C:14]12. Procedure: A mixture of 20 mmole of N-(3-bromopropyl)phthalimide and 22 mmole of triphenylphosphine in 50 ml of benzene is heated at reflux temperature for 2 days. The solid which separates on cooling is filtered, washed with benzene and dried under reduced pressure to give 3-phthalimidopropyl triphenylphosphonium bromide. To a solution of 100 ml of dry liquid ammonia is added finely divided sodium (0.46 g or 2 × 10-2M) and a catalytic amount of ferric nitrate. When the blue sodium solution turns gray 10 g... The reactants are C(C)(C)(C)N1N=CC(=C(C1=O)CCC)Cl (2-t-butyl-4-n-propyl-5-chloro-3(2H)pyridazinone), OCCCN (3-hydroxypropylamine), C([O-])([O-])=O.[K+].[K+] (potassium carbonate). Run in O (water). Conditions: time 12.5 hour. Yields the product C(C)(C)(C)N1N=CC(=C(C1=O)CCC)NCCCO (2-t-Butyl-4-n-propyl-5-(3-hydroxypropylamino)-3(2H) pyridazinone). Reaction SMILES: [C:1]([N:5]1[C:10](=[O:11])[C:9]([CH2:12][CH2:13][CH3:14])=[C:8](Cl)[CH:7]=[N:6]1)([CH3:4])([CH3:3])[CH3:2].[OH:16][CH2:17][CH2:18][CH2:19][NH2:20].C(=O)([O-])[O-].[K+].[K+]>O>[C:1]([N:5]1[C:10](=[O:11])[C:9]([CH2:12][CH2:13][CH3:14])=[C:8]([NH:20][CH2:19][CH2:18][CH2:17][OH:16])[CH:7]=[N:6]1)([CH3:4])([CH3:3])[CH3:2] |f:2.3.4|. Procedure details: A mixture comprising 14.0 g of 2-t-butyl-4-n-propyl-5-chloro-3(2H)pyridazinone, 44 g of 3-hydroxypropylamine and 14.8 g of anhydrous potassium carbonate, was stirred at a temperature of from 145° to 155° C. for 12.5 hours. The reaction solution was returned to room temperature, and about 200 ml of cold water was added. The mixture was stirred. The precipitated white crystals were collected by filtration, and dried to obtain 12.1 g of the above identified compound having a melting point of from 1...